describe an organic reaction: reactants, conditions, products, and yield From a dataset of the Open Reaction Database (ORD), a public repository of structured organic reaction records. Reactants: NC1=C(C=CC(=C1)C(F)(F)F)N(N)C(C)=O (2-amino-4-trifluoromethyl-N-acetylphenylhydrazine), C(C1=CC=CC=C1)(=O)Cl (benzoyl chloride). Solvent: N1=CC=CC=C1 (pyridine). The product is C(C1=CC=CC=C1)(=O)NC1=C(C=CC(=C1)C(F)(F)F)N(N)C(C)=O (2-benzoylamino-4-trifluoromethyl-N-acetylphenylhydrazine). Yield: 93.6%. RXN SMILES: [NH2:1][C:2]1[CH:7]=[C:6]([C:8]([F:11])([F:10])[F:9])[CH:5]=[CH:4][C:3]=1[N:12]([C:14](=[O:16])[CH3:15])[NH2:13].[C:17](Cl)(=[O:24])[C:18]1[CH:23]=[CH:22][CH:21]=[CH:20][CH:19]=1>N1C=CC=CC=1>[C:17]([NH:1][C:2]1[CH:7]=[C:6]([C:8]([F:11])([F:10])[F:9])[CH:5]=[CH:4][C:3]=1[N:12]([C:14](=[O:16])[CH3:15])[NH2:13])(=[O:24])[C:18]1[CH:23]=[CH:22][CH:21]=[CH:20][CH:19]=1. Reported procedure: The process of Example 14 was followed by using 66.5 g of 2-amino-4-trifluoromethyl-N-acetylphenylhydrazine, 70 ml of pyridine and 32.9 ml of benzoyl chloride as starting materials to yield 90 g (93.6%) of 2-benzoylamino-4-trifluoromethyl-N-acetylphenylhydrazine, m.p.: 212°-214° C. after recrystallization from 96% ethanol. The reactants are COc1cc(C(F)(F)F)cc(SC)c1C(=O)O, NC1CCCCC1N. Product: COc1cc(C(F)(F)F)cc(SC)c1C(=O)NC1CCCCC1N. As a reaction SMILES: [CH3:9][O:10][c:11]1[c:12]([C:13](=[O:14])[OH:15])[c:16]([S:24][CH3:25])[cH:17][c:18]([C:20]([F:21])([F:22])[F:23])[cH:19]1.[NH2:1][CH:2]1[CH:3]([NH2:8])[CH2:4][CH2:5][CH2:6][CH2:7]1>>[NH2:1][CH:2]1[CH:3]([NH:8][C:13]([c:12]2[c:11]([O:10][CH3:9])[cH:19][c:18]([C:20]([F:21])([F:22])[F:23])[cH:17][c:16]2[S:24][CH3:25])=[O:14])[CH2:4][CH2:5][CH2:6][CH2:7]1. The reactants are CCOCOc1ccc(CCCc2ccc(C(=O)OC)c(C(=O)OC)c2)cc1CC, CO, O, O=S(=O)(O)O. Yields the product CCc1cc(CCCc2ccc(C(=O)OC)c(C(=O)OC)c2)ccc1O. Reaction SMILES: [CH2:1]([O:2][CH2:3][O:5][c:6]1[c:7]([CH2:29][CH3:30])[cH:8][c:9]([CH2:12][CH2:13][CH2:14][c:15]2[cH:16][c:17]([C:25](=[O:26])[O:27][CH3:28])[c:18]([C:19](=[O:20])[O:21][CH3:22])[cH:23][cH:24]2)[cH:10][cH:11]1)[CH3:4].[CH3:37][OH:38].[OH2:36].[S:31](=[O:32])(=[O:33])([OH:34])[OH:35]>>[OH:5][c:6]1[c:7]([CH2:29][CH3:30])[cH:8][c:9]([CH2:12][CH2:13][CH2:14][c:15]2[cH:16][c:17]([C:25](=[O:26])[O:27][CH3:28])[c:18]([C:19](=[O:20])[O:21][CH3:22])[cH:23][cH:24]2)[cH:10][cH:11]1. The reactants are COC=1C=CC(=C(C1)N)C1=CC2=CC=C(C=C2C=C1)OC (5-methoxy-2-(6-methoxynaphthalen-2-yl)phenylamine), BrC1=CC(=C(OCCN2CCCCC2)C=C1)F (1-[2-(4-bromo-2-fluorophenoxy)ethyl]piperidine), FC=1C=C(C=CC1OCCN1CCCCC1)NC1=C(C=CC(=C1)OC)C1=CC2=CC=C(C=C2C=C1)OC ([3-fluoro-4-(2-piperidin-1-ylethoxy)phenyl][5-methoxy-2-(6-methoxynaphthalen-2-yl)phenyl]amine). Yields the product FC=1C=C(C=CC1OCCN1CCCCC1)NC1=C(C=CC(=C1)O)C=1C=C2C=CC(=CC2=CC1)O (6-{2-[3-Fluoro-4-(2-piperidin-1-ylethoxy)phenylamino]-4-hydroxyphenyl}naphthalen-2-ol). The yield is 71.8%. As a reaction SMILES: COC1C=CC(C2C=CC3C(=CC=C(OC)C=3)C=2)=C(N)C=1.BrC1C=CC(OCCN2CCCCC2)=C(F)C=1.[F:39][C:40]1[CH:41]=[C:42]([NH:55][C:56]2[CH:61]=[C:60]([O:62]C)[CH:59]=[CH:58][C:57]=2[C:64]2[CH:73]=[CH:72][C:71]3[C:66](=[CH:67][CH:68]=[C:69]([O:74]C)[CH:70]=3)[CH:65]=2)[CH:43]=[CH:44][C:45]=1[O:46][CH2:47][CH2:48][N:49]1[CH2:54][CH2:53][CH2:52][CH2:51][CH2:50]1>>[F:39][C:40]1[CH:41]=[C:42]([NH:55][C:56]2[CH:61]=[C:60]([OH:62])[CH:59]=[CH:58][C:57]=2[C:64]2[CH:65]=[C:66]3[C:71](=[CH:72][CH:73]=2)[CH:70]=[C:69]([OH:74])[CH:68]=[CH:67]3)[CH:43]=[CH:44][C:45]=1[O:46][CH2:47][CH2:48][N:49]1[CH2:54][CH2:53][CH2:52][CH2:51][CH2:50]1. Reported procedure: Synthesized from 5-methoxy-2-(6-methoxynaphthalen-2-yl)phenylamine and 1-[2-(4-bromo-2-fluorophenoxy)ethyl]piperidine according to an analogous synthetic method to Example 116, [3-fluoro-4-(2-piperidin-1-ylethoxy)phenyl][5-methoxy-2-(6-methoxynaphthalen-2-yl)phenyl]amine (425 mg) was used according to an analogous synthetic method to Example 111 to provide the title compound (288 mg). The reactants are ClC1=C(C(=CC(=C1)C(F)(F)F)Cl)N1N=C(C(=C1O)SC(F)(F)F)C#N (1-(2,6-dichloro-4-trifluoromethylphenyl)-5-hydroxy-4-trifluoromethylthio-1H-pyrazole-3-carbonitrile), S(=O)(=O)(O)[O-].[K+] (potassium hydrogensulfate), [H-].[Na+] (sodium hydride), S(=O)(=O)(OCC)OCC (diethyl sulfate). Solvent: O1CCOCC1 (dioxane), O1CCOCC1 (dioxane). The product is ClC1=C(C(=CC(=C1)C(F)(F)F)Cl)N1N=C(C(=C1OCC)SC(F)(F)F)C#N (1-(2,6-dichloro-4-trifluoromethylphenyl)-5-ethoxy-4-trifluoromethylthio-1 H-pyrazole-3-carbonitrile). The yield is 69.8%. As a reaction SMILES: [H-].[Na+].[Cl:3][C:4]1[CH:9]=[C:8]([C:10]([F:13])([F:12])[F:11])[CH:7]=[C:6]([Cl:14])[C:5]=1[N:15]1[C:19]([OH:20])=[C:18]([S:21][C:22]([F:25])([F:24])[F:23])[C:17]([C:26]#[N:27])=[N:16]1.S(OCC)(O[CH2:32][CH3:33])(=O)=O.S([O-])(O)(=O)=O.[K+]>O1CCOCC1>[Cl:3][C:4]1[CH:9]=[C:8]([C:10]([F:13])([F:12])[F:11])[CH:7]=[C:6]([Cl:14])[C:5]=1[N:15]1[C:19]([O:20][CH2:32][CH3:33])=[C:18]([S:21][C:22]([F:25])([F:23])[F:24])[C:17]([C:26]#[N:27])=[N:16]1 |f:0.1,4.5|. Reported procedure: To a stirred suspension of sodium hydride (0.41 g, 60%, 10.3 mmol) in dioxane (150 ml) was added a solution of 1-(2,6-dichloro-4-trifluoromethylphenyl)-5-hydroxy-4-trifluoromethylthio-1H-pyrazole-3-carbonitrile (4.00 g, 8.53 mmol) in dioxane (50 ml). After gas evolution had ceased the mixture was heated to reflux and diethyl sulfate (1.25 ml, 9.47 mmol) added, and then heated under reflux for 6 hours. The cooled mixture was acidified with aqueous potassium hydrogensulfate (5%), extracted with di...